This data is from the Open Reaction Database (ORD), a public repository of structured organic reaction records. The task is: describe an organic reaction: reactants, conditions, products, and yield Starting materials: C1(=CC=CC=C1)CCN(C=1SC=C(N1)C1=CC=CC=C1)CC1=CC=C(C=C1)CO ([4-[[(2-phenylethyl)(4-phenyl-1,3-thiazol-2-yl)amino]methyl]phenyl]methanol), FC(C(=O)OCC)CC1=CC=C(C=C1)O (ethyl 2-fluoro-3-(4-hydroxyphenyl)propanoate), C(CCC)P(CCCC)CCCC (tributylphosphine), N(=NC(=O)N1CCCCC1)C(=O)N1CCCCC1 (1,1′-(azodicarbonyl)-dipiperidine). The solvent is O1CCCC1 (tetrahydrofuran). Run at time 16 hour. The product is FC(C(=O)OCC)CC1=CC=C(C=C1)OCC1=CC=C(C=C1)CN(C=1SC=C(N1)C1=CC=CC=C1)CCC1=CC=CC=C1 (ethyl 2-fluoro-3-{4-[(4-([(2-phenylethyl)(4-phenyl-1,3-thiazol-2-yl)amino]methyl)benzyl)oxy]phenyl}propanoate). Yield: 74.1%. Reaction SMILES: [C:1]1([CH2:7][CH2:8][N:9]([CH2:21][C:22]2[CH:27]=[CH:26][C:25]([CH2:28][OH:29])=[CH:24][CH:23]=2)[C:10]2[S:11][CH:12]=[C:13]([C:15]3[CH:20]=[CH:19][CH:18]=[CH:17][CH:16]=3)[N:14]=2)[CH:6]=[CH:5][CH:4]=[CH:3][CH:2]=1.[F:30][CH:31]([CH2:37][C:38]1[CH:43]=[CH:42][C:41](O)=[CH:40][CH:39]=1)[C:32]([O:34][CH2:35][CH3:36])=[O:33].C(P(CCCC)CCCC)CCC.N(C(N1CCCCC1)=O)=NC(N1CCCCC1)=O>O1CCCC1>[F:30][CH:31]([CH2:37][C:38]1[CH:43]=[CH:42][C:41]([O:29][CH2:28][C:25]2[CH:24]=[CH:23][C:22]([CH2:21][N:9]([CH2:8][CH2:7][C:1]3[CH:6]=[CH:5][CH:4]=[CH:3][CH:2]=3)[C:10]3[S:11][CH:12]=[C:13]([C:15]4[CH:20]=[CH:19][CH:18]=[CH:17][CH:16]=4)[N:14]=3)=[CH:27][CH:26]=2)=[CH:40][CH:39]=1)[C:32]([O:34][CH2:35][CH3:36])=[O:33]. Procedure details: To a solution of [4-[[(2-phenylethyl)(4-phenyl-1,3-thiazol-2-yl)amino]methyl]phenyl]methanol (725 mg, 1.81 mmol), ethyl 2-fluoro-3-(4-hydroxyphenyl)propanoate (300 mg, 1.81 mmol) and tributylphosphine (550 mg, 2.72 mmol) in tetrahydrofuran (30 mL) was added 1,1′-(azodicarbonyl)-dipiperidine (685 mg, 2.72 mmol), and the mixture was stirred at room temperature for 16 hr. The insoluble materials were filtered off and the filtrate was concentrated, and the residue was purified by silica gel column c...